Dataset: the Open Reaction Database (ORD), a public repository of structured organic reaction records. Task: describe an organic reaction: reactants, conditions, products, and yield Reactants: C(C)(C)(C)C1=CC(=C(C=C1)C=1N([C@@H]([C@@H](N1)C1=CC=C(C=C1)Cl)C1=CC=C(C=C1)Cl)C(=O)Cl)OCC ((4S,5R)-2-(4-tert-butyl-2-ethoxy-phenyl)-4,5-bis-(4-chloro-phenyl)-4,5-dihydro-imidazole-1-carbonyl chloride), Cl.Cl.CS(=O)(=O)CCN1CCNCC1 (1-(2-methanesulfonylethyl)piperazine dihydrochloride). Yields the product Cl.C(C)(C)(C)C1=CC(=C(C=C1)C=1N([C@@H]([C@@H](N1)C1=CC=C(C=C1)Cl)C1=CC=C(C=C1)Cl)C(=O)N1CCN(CC1)CCS(=O)(=O)C)OCC ([(4S,5R)-2-(4-tert-Butyl-2-ethoxy-phenyl)-4,5-bis-(4-chloro-phenyl)-4,5-dihydro-imidazol-1-yl-]-[4-(2-methanesulfonyl-ethyl)-piperazin-1-yl]-methanone hydrochloride). As a reaction SMILES: [C:1]([C:5]1[CH:10]=[CH:9][C:8]([C:11]2[N:12]([C:30](Cl)=[O:31])[C@H:13]([C:23]3[CH:28]=[CH:27][C:26]([Cl:29])=[CH:25][CH:24]=3)[C@H:14]([C:16]3[CH:21]=[CH:20][C:19]([Cl:22])=[CH:18][CH:17]=3)[N:15]=2)=[C:7]([O:33][CH2:34][CH3:35])[CH:6]=1)([CH3:4])([CH3:3])[CH3:2].Cl.Cl.[CH3:38][S:39]([CH2:42][CH2:43][N:44]1[CH2:49][CH2:48][NH:47][CH2:46][CH2:45]1)(=[O:41])=[O:40]>>[ClH:22].[C:1]([C:5]1[CH:10]=[CH:9][C:8]([C:11]2[N:12]([C:30]([N:47]3[CH2:46][CH2:45][N:44]([CH2:43][CH2:42][S:39]([CH3:38])(=[O:40])=[O:41])[CH2:49][CH2:48]3)=[O:31])[C@H:13]([C:23]3[CH:24]=[CH:25][C:26]([Cl:29])=[CH:27][CH:28]=3)[C@H:14]([C:16]3[CH:17]=[CH:18][C:19]([Cl:22])=[CH:20][CH:21]=3)[N:15]=2)=[C:7]([O:33][CH2:34][CH3:35])[CH:6]=1)([CH3:4])([CH3:2])[CH3:3] |f:1.2.3,4.5|. Procedure: [(4S,5R)-2-(4-tert-Butyl-2-ethoxy-phenyl)-4,5-bis-(4-chloro-phenyl)-4,5-dihydro-imidazol-1-yl-]-[4-(2-methanesulfonyl-ethyl)-piperazin-1-yl]-methanone hydrochloride was prepared from (4S,5R)-2-(4-tert-butyl-2-ethoxy-phenyl)-4,5-bis-(4-chloro-phenyl)-4,5-dihydro-imidazole-1-carbonyl chloride (example 11) and 1-(2-methanesulfonylethyl)piperazine dihydrochloride (example 17) in an analogous manner as described in example 25. LR-MS: 685.3 [(M+H)+] Starting materials: O=C([O-])O, CCOCC, OCCCCCCC#Cc1ccc(Cl)c(Cl)c1, [Na+], BrP(Br)Br. Yields the product Clc1ccc(C#CCCCCCCBr)cc1Cl. RXN SMILES: [C:22](=[O:23])([O-:24])[OH:25].[CH3:27][CH2:28][O:29][CH2:30][CH3:31].[Cl:1][c:2]1[cH:3][c:4]([C:9]#[C:10][CH2:11][CH2:12][CH2:13][CH2:14][CH2:15][CH2:16][OH:17])[cH:5][cH:6][c:7]1[Cl:8].[Na+:26].[P:18]([Br:19])([Br:20])[Br:21]>>[Cl:1][c:2]1[cH:3][c:4]([C:9]#[C:10][CH2:11][CH2:12][CH2:13][CH2:14][CH2:15][CH2:16][Br:19])[cH:5][cH:6][c:7]1[Cl:8]. Starting materials: BrC1=C(OC2CCNCC2)C=CC=C1 (4-(2-bromophenoxy)piperidine), FC1=C(C=CC(=C1)B1OC(C(O1)(C)C)(C)C)C=1C=NC(=NC1)N (5-(2-fluoro-4-(4,4,5,5-tetramethyl-1,3,2-dioxaborolan-2-yl)phenyl)pyrimidin-2-amine). Product: FC=1C=C(C=CC1C=1C=NC(=NC1)N)C1=C(C=CC=C1)OC1CCNCC1 (5-[3-Fluoro-2′-(piperidin-4-yloxy)biphenyl-4-yl]pyrimidin-2-amine). Reaction SMILES: Br[C:2]1[CH:14]=[CH:13][CH:12]=[CH:11][C:3]=1[O:4][CH:5]1[CH2:10][CH2:9][NH:8][CH2:7][CH2:6]1.[F:15][C:16]1[CH:21]=[C:20](B2OC(C)(C)C(C)(C)O2)[CH:19]=[CH:18][C:17]=1[C:31]1[CH:32]=[N:33][C:34]([NH2:37])=[N:35][CH:36]=1>>[F:15][C:16]1[CH:21]=[C:20]([C:2]2[CH:14]=[CH:13][CH:12]=[CH:11][C:3]=2[O:4][CH:5]2[CH2:10][CH2:9][NH:8][CH2:7][CH2:6]2)[CH:19]=[CH:18][C:17]=1[C:31]1[CH:36]=[N:35][C:34]([NH2:37])=[N:33][CH:32]=1. Procedure details: The title compound was prepared in a manner similar to that described in Example 88 using 4-(2-bromophenoxy)piperidine and 5-(2-fluoro-4-(4,4,5,5-tetramethyl-1,3,2-dioxaborolan-2-yl)phenyl)pyrimidin-2-amine. MS (ESI): mass calcd. for C21H21FN4O, 364.17; m/z found, 365.0 [M+H]+. 1H NMR (400 MHz, DMSO-d6) δ 8.48 (s, 2H), 8.29 (s, 1H), 7.56 (m, 1H), 7.46-7.31 (m, 4H), 7.20 (d, J=8.4, 1H), 7.05 (m, 1H), 6.86 (s, 2H), 4.62-4.66 (m, 1H), 2.91-2.93 (m, 4H), 2.07-1.96 (m, 2H), 1.77-1.65 (m, 2H). RXN SMILES: S([O-])([O-])=O.[Na+].[Na+].[C:7]1([S:17](Cl)(=[O:19])=[O:18])[C:16]2[C:11](=[CH:12][CH:13]=[CH:14][CH:15]=2)[CH:10]=[CH:9][CH:8]=1.[OH-].[Na+].Cl>O>[C:7]1([S:17]([OH:19])=[O:18])[C:16]2[C:11](=[CH:12][CH:13]=[CH:14][CH:15]=2)[CH:10]=[CH:9][CH:8]=1 |f:0.1.2,4.5|. Procedure details: To 500 ml of an aqueous solution of 122 g of sodium sulfite was added 110 g of α-naphthalenesulfonyl chloride. While cooling the mixture with water, 20% aqueous solution of 36 g of sodium hydroxide was dropwise added to the mixture so as to keep the reaction mixture at a pH of about 8. After about one hour, the reaction mixture became uniform. To the mixture was added 135 ml of 35% hydrochloric acid was dropwise added. The formed grayish-white crystals were recovered by filtration and air-dried.... The reactants are aqueous solution, S(=O)([O-])[O-].[Na+].[Na+] (sodium sulfite), C1(=CC=CC2=CC=CC=C12)S(=O)(=O)Cl (α-naphthalenesulfonyl chloride), aqueous solution, [OH-].[Na+] (sodium hydroxide), Cl (hydrochloric acid). Run at time 1 hour. The product is C1(=CC=CC2=CC=CC=C12)S(=O)O (1-naphthalenesulfinic acid). Solvent: O (water). The reactants are CCOC(=O)C1(CI)CCN(C(=O)c2ccc(F)cc2)C1, Oc1ccc(-c2ccc(Cl)cc2)nc1. Yields the product CCOC(=O)C1(COc2ccc(-c3ccc(Cl)cc3)nc2)CCN(C(=O)c2ccc(F)cc2)C1. RXN SMILES: [CH2:15]([CH3:16])[O:17][C:18](=[O:19])[C:20]1([CH2:34][I:35])[CH2:21][N:22]([C:25]([c:26]2[cH:27][cH:28][c:29]([F:32])[cH:30][cH:31]2)=[O:33])[CH2:23][CH2:24]1.[Cl:1][c:2]1[cH:3][cH:4][c:5](-[c:8]2[cH:9][cH:10][c:11]([OH:14])[cH:12][n:13]2)[cH:6][cH:7]1>>[Cl:1][c:2]1[cH:3][cH:4][c:5](-[c:8]2[cH:9][cH:10][c:11]([O:14][CH2:34][C:20]3([C:18]([O:17][CH2:15][CH3:16])=[O:19])[CH2:21][N:22]([C:25]([c:26]4[cH:27][cH:28][c:29]([F:32])[cH:30][cH:31]4)=[O:33])[CH2:23][CH2:24]3)[cH:12][n:13]2)[cH:6][cH:7]1.